From a dataset of the Open Reaction Database (ORD), a public repository of structured organic reaction records. describe an organic reaction: reactants, conditions, products, and yield Reactants: C(C)(C)OC=1C=C(C=CC1)N=C=S (3-isopropoxyphenyl isothiocyanate), C(C=1C(N)=CC=CC1)(=O)O (anthranilic acid). Solvent: C(C)(=O)O (acetic acid). Yields the product C(C)(C)OC=1C=C(C=CC1)N1C(NC2=CC=CC=C2C1=O)=S (3-(3-Isopropoxy-phenyl)-2-thioxo-2,3-dihydro-1H-quinazolin-4-one). The yield is 72.1%. RXN SMILES: [CH:1]([O:4][C:5]1[CH:6]=[C:7]([N:11]=[C:12]=[S:13])[CH:8]=[CH:9][CH:10]=1)([CH3:3])[CH3:2].[C:14](O)(=[O:22])[C:15]1[C:16](=[CH:18][CH:19]=[CH:20][CH:21]=1)[NH2:17]>C(O)(=O)C>[CH:1]([O:4][C:5]1[CH:6]=[C:7]([N:11]2[C:14](=[O:22])[C:15]3[C:16](=[CH:18][CH:19]=[CH:20][CH:21]=3)[NH:17][C:12]2=[S:13])[CH:8]=[CH:9][CH:10]=1)([CH3:3])[CH3:2]. Reported procedure: To a solution of 3-isopropoxy aniline (6.0 g, 40 mmol), in 150 mL of CHCl3 was added dropwise thiophosgene (2.81 mL, 44 mmol) at 0° C. After the addition of thiophosgene, triethylamine (7.0 mL, 48 mmol) was added slowly and the reaction mixture was stirred for 2 hours at room temperature. It was then concentrated and diluted with 200 mL of ethyl acetate. The triethylamine hydrochloride salt was filtered off and the filtrate was concentrated to yield crude 3-isopropoxyphenyl isothiocyanate. The c... The reactants are CCO, COC(=O)Cc1ccc(C#Cc2ccc(C3(OC(C)C)CC3)cc2)cc1, [Na+], C1CCOC1, [OH-]. Yields the product CC(C)OC1(c2ccc(C#Cc3ccc(CC(=O)O)cc3)cc2)CC1. As a reaction SMILES: [CH3:29][CH2:30][OH:31].[CH:1]([CH3:2])([CH3:3])[O:4][C:5]1([c:8]2[cH:9][cH:10][c:11]([C:14]#[C:15][c:16]3[cH:17][cH:18][c:19]([CH2:22][C:23](=[O:24])[O:25][CH3:26])[cH:20][cH:21]3)[cH:12][cH:13]2)[CH2:6][CH2:7]1.[Na+:28].[O:32]1[CH2:33][CH2:34][CH2:35][CH2:36]1.[OH-:27]>>[CH:1]([CH3:2])([CH3:3])[O:4][C:5]1([c:8]2[cH:9][cH:10][c:11]([C:14]#[C:15][c:16]3[cH:17][cH:18][c:19]([CH2:22][C:23](=[O:24])[OH:25])[cH:20][cH:21]3)[cH:12][cH:13]2)[CH2:6][CH2:7]1. Reactants: 1-[, [N+](=O)([O-])C(=CC1=CC=C(C=C1)N1C=NC=C1)C (4-(2-nitro-1-propenyl)phenyl-1H-imidazole), FeCl3, CO (methanol), O (water), Cl (hydrochloric acid). The reagents and catalysts are [Fe] (iron). The solvent is C(Cl)Cl (CH2Cl2). Yields the product N1(C=NC=C1)C1=CC=C(C=C1)CC(C)=O (1-[4-(1H-Imidazol-1-yl)phenyl]-2-propanone). Reaction SMILES: [N+]([C:4]([CH3:17])=[CH:5][C:6]1[CH:11]=[CH:10][C:9]([N:12]2[CH:16]=[CH:15][N:14]=[CH:13]2)=[CH:8][CH:7]=1)([O-])=O.C[OH:19].O.Cl>[Fe].C(Cl)Cl>[N:12]1([C:9]2[CH:10]=[CH:11][C:6]([CH2:5][C:4](=[O:19])[CH3:17])=[CH:7][CH:8]=2)[CH:16]=[CH:15][N:14]=[CH:13]1. Procedure details: A 5.0 liter 3-neck flask fitted with a condenser, addition funnel, and mechanical stirrer is charged with a mixture of 218.4 g (0.954 mole) of 1-[4-(2-nitro-1-propenyl)phenyl-1H-imidazole, 449 g (8.04 mole) of iron powder (325 mesh), 6.4 g of FeCl3 6H2O, 350 ml of methanol and 760 ml of water. The mixture is heated to reflux with stirring and 450 ml of concentrated hydrochloric acid is added dropwise over a period of 2.5 hours. Refluxing is continued for two to three hours. The reaction mixture ... As a reaction SMILES: [Cl:37][c:38]1[cH:39][c:40]([C:41](=[O:42])[Cl:43])[cH:44][cH:45][c:46]1[O:47][CH3:48].[F:1][C:2]([O:3][c:4]1[cH:5][cH:6][c:7]([C:10]([CH:11]2[CH2:12][CH2:13][NH:14][CH2:15][CH2:16]2)([OH:17])[c:18]2[cH:19][cH:20][c:21]([O:24][C:25]([F:26])([F:27])[F:28])[cH:22][cH:23]2)[cH:8][cH:9]1)([F:29])[F:30].[O:49]1[CH2:50][CH2:51][CH2:52][CH2:53]1.[cH:31]1[cH:32][cH:33][n:34][cH:35][cH:36]1>>[F:1][C:2]([O:3][c:4]1[cH:5][cH:6][c:7]([C:10]([CH:11]2[CH2:12][CH2:13][N:14]([C:41]([c:40]3[cH:39][c:38]([Cl:37])[c:46]([O:47][CH3:48])[cH:45][cH:44]3)=[O:42])[CH2:15][CH2:16]2)([OH:17])[c:18]2[cH:19][cH:20][c:21]([O:24][C:25]([F:26])([F:27])[F:28])[cH:22][cH:23]2)[cH:8][cH:9]1)([F:29])[F:30]. Reactants: COc1ccc(C(=O)Cl)cc1Cl, OC(c1ccc(OC(F)(F)F)cc1)(c1ccc(OC(F)(F)F)cc1)C1CCNCC1, C1CCOC1, c1ccncc1. The product is COc1ccc(C(=O)N2CCC(C(O)(c3ccc(OC(F)(F)F)cc3)c3ccc(OC(F)(F)F)cc3)CC2)cc1Cl. Product: COC(=O)COc1c(C=O)cc(OC2CCCCO2)c(C)c1C. The reactants are COC(=O)CBr, O=C([O-])[O-], [K+], [K+], CN(C)C=O, O, Cc1c(OC2CCCCO2)cc(C=O)c(O)c1C. Reaction SMILES: [Br:19][CH2:20][C:21](=[O:22])[O:23][CH3:24].[C:25](=[O:26])([O-:27])[O-:28].[K+:29].[K+:30].[O:32]=[CH:33][N:34]([CH3:35])[CH3:36].[OH2:31].[OH:1][c:2]1[c:3]([CH:4]=[O:5])[cH:6][c:7]([O:12][CH:13]2[O:14][CH2:15][CH2:16][CH2:17][CH2:18]2)[c:8]([CH3:11])[c:9]1[CH3:10]>>[O:1]([c:2]1[c:3]([CH:4]=[O:5])[cH:6][c:7]([O:12][CH:13]2[O:14][CH2:15][CH2:16][CH2:17][CH2:18]2)[c:8]([CH3:11])[c:9]1[CH3:10])[CH2:20][C:21](=[O:22])[O:23][CH3:24]. Procedure: A mixture of 1.84 g (0.005468mmol) of (E)-1,4-bis(3-propionylhexahydro-pyrimidin-1-yl)but-2-ene (Example 17b), 44 ml of methanol, 2.74 ml (0.03405 mol) of pyridine and 4.11 g (0.03949 mol) of malonic acid is heated for 2 h under reflux and is then concentrated by evaporation in vacuo. 10 ml of 30% sodium hydroxide solution are added to the oily residue, the mixture is extracted thoroughly with ethyl acetate, the combined ethyl acetate extracts are dried over anhydrous sodium sulfate, and the res... RXN SMILES: [C:1]([N:5]1[CH2:10][CH2:9][CH2:8][N:7]([CH2:11]/[CH:12]=[CH:13]/[CH2:14][N:15]2[CH2:20][CH2:19][CH2:18][N:17]([C:21](=[O:24])[CH2:22][CH3:23])C2)C1)(=[O:4])[CH2:2][CH3:3].N1C=CC=CC=1.C(O)(=O)CC(O)=O>CO>[C:1]([NH:5][CH2:10][CH2:9][CH2:8][NH:7][CH2:11]/[CH:12]=[CH:13]/[CH2:14][NH:15][CH2:20][CH2:19][CH2:18][NH:17][C:21](=[O:24])[CH2:22][CH3:23])(=[O:4])[CH2:2][CH3:3]. The product is C(CC)(=O)NCCCNC\C=C\CNCCCNC(CC)=O ((E)-1,14-Di-propionyl-1,5,10,14-tetraazatetradec-7-ene). The solvent is CO (methanol). Starting materials: C(CC)(=O)N1CN(CCC1)C\C=C\CN1CN(CCC1)C(CC)=O ((E)-1,4-bis(3-propionylhexahydro-pyrimidin-1-yl)but-2-ene), N1=CC=CC=C1 (pyridine), C(CC(=O)O)(=O)O (malonic acid). The reactants are BrC1=CC(=C(C=O)C=C1)F (4-Bromo-2-fluorobenzaldehyde), C(C)[Mg]Br (ethylmagnesium bromide), [Cl-].[NH4+] (ammonium chloride). The solvent is O1CCCC1 (tetrahydrofuran), O1CCCC1 (tetrahydrofuran). Run at time 1 hour. Product: BrC1=CC(=C(C=C1)C(CC)O)F (1-(4-bromo-2-fluorophenyl)propan-1-ol). As a reaction SMILES: [Br:1][C:2]1[CH:9]=[CH:8][C:5]([CH:6]=[O:7])=[C:4]([F:10])[CH:3]=1.[CH2:11]([Mg]Br)[CH3:12].[Cl-].[NH4+]>O1CCCC1>[Br:1][C:2]1[CH:9]=[CH:8][C:5]([CH:6]([OH:7])[CH2:11][CH3:12])=[C:4]([F:10])[CH:3]=1 |f:2.3|. Reported procedure: To a solution of 4-Bromo-2-fluorobenzaldehyde (5.1 g) in tetrahydrofuran (50 mL) was added 1M tetrahydrofuran solution of ethylmagnesium bromide (41 mL) at 0° C., and then the reaction mixture was stirred at room temperature for 1 hour. To the reaction mixture was added a saturated aqueous solution of ammonium chloride under ice-cooling, and the reaction mixture was extracted with ethyl acetate. The obtained organic layer was dried over anhydrous sodium sulfate, filtered, and the filtrate was co...